Dataset: the Open Reaction Database (ORD), a public repository of structured organic reaction records. Task: describe an organic reaction: reactants, conditions, products, and yield Reactants: CCOC(=O)c1ccc(-n2cc3cc(Cc4ccccc4)ccc3n2)c(F)c1, O=C(OCc1ccccc1)c1ccc(-n2cc3cc(Cc4ccccc4)ccc3n2)c(F)c1, CC(C)C[AlH]CC(C)C, ClCCl. The product is OCc1ccc(-n2cc3cc(Cc4ccccc4)ccc3n2)c(F)c1. Reaction SMILES: [CH2:1]([c:2]1[cH:3][cH:4][cH:5][cH:6][cH:7]1)[c:8]1[cH:9][c:10]2[cH:11][n:12](-[c:17]3[c:18]([F:28])[cH:19][c:20]([C:21](=[O:22])[O:23][CH2:24][CH3:25])[cH:26][cH:27]3)[n:13][c:14]2[cH:15][cH:16]1.[CH2:29]([c:30]1[cH:31][cH:32][c:33]2[c:34]([cH:35][n:36](-[c:37]3[cH:38][cH:39][c:40]([C:41]([O:42][CH2:43][c:44]4[cH:45][cH:46][cH:47][cH:48][cH:49]4)=[O:50])[cH:51][c:52]3[F:53])[n:54]2)[cH:55]1)[c:56]1[cH:57][cH:58][cH:59][cH:60][cH:61]1.[CH3:62][CH:63]([CH2:64][AlH:65][CH2:66][CH:67]([CH3:68])[CH3:69])[CH3:70].[Cl:71][CH2:72][Cl:73]>>[CH2:1]([c:2]1[cH:3][cH:4][cH:5][cH:6][cH:7]1)[c:8]1[cH:9][c:10]2[cH:11][n:12](-[c:17]3[c:18]([F:28])[cH:19][c:20]([CH2:21][OH:22])[cH:26][cH:27]3)[n:13][c:14]2[cH:15][cH:16]1. The reactants are FC1=C(C=CC(=C1)F)NC=1C=C(C=CC1[N+](=O)[O-])C(C)=O (3'-(2,4-difluorophenylamino)-4'-nitroacetophenone), [Cl-].[NH4+] (ammonium chloride). The reagents and catalysts are [Fe] (iron). Solvent: C(C)O (ethanol), O (water). Conditions: time 1 hour. Yields the product NC1=C(C=C(C=C1)C(C)=O)NC1=C(C=C(C=C1)F)F (4'-amino-3'-(2,4-difluorophenylamino)acetophenone). Isolated yield 22.3%. RXN SMILES: [F:1][C:2]1[CH:7]=[C:6]([F:8])[CH:5]=[CH:4][C:3]=1[NH:9][C:10]1[CH:11]=[C:12]([C:19](=[O:21])[CH3:20])[CH:13]=[CH:14][C:15]=1[N+:16]([O-])=O.[Cl-].[NH4+]>C(O)C.O.[Fe]>[NH2:16][C:15]1[CH:14]=[CH:13][C:12]([C:19](=[O:21])[CH3:20])=[CH:11][C:10]=1[NH:9][C:3]1[CH:4]=[CH:5][C:6]([F:8])=[CH:7][C:2]=1[F:1] |f:1.2|. Reported procedure: A mixture of 3'-(2,4-difluorophenylamino)-4'-nitroacetophenone (8.5 g), iron powder (8 g), and ammonium chloride (0.8 g) in ethanol (100 ml) and water (50 ml) was refluxed with stirring for 1 hour. The insoluble was filtered and the filtrate was concentrated under reduced pressure. The residue was dissolved in ethyl acetate, washed with water, dried over magnesium sulfate, and concentrated. The residual oil was purified by column chromatography on silica gel (150 g) eluting with a mixture of tol... Starting materials: C1CCCCC1, CNC1CCCCC1, ClCCl, Nc1nc2cc(-c3cccnc3)cc(Cl)n2n1, Cc1ccccc1. The product is CN(c1cc(-c2cccnc2)cc2nc(N)nn12)C1CCCCC1. Reaction SMILES: [CH2:26]1[CH2:27][CH2:28][CH2:29][CH2:30][CH2:31]1.[CH3:1][NH:2][CH:3]1[CH2:4][CH2:5][CH2:6][CH2:7][CH2:8]1.[Cl:39][CH2:40][Cl:41].[Cl:9][c:10]1[cH:11][c:12](-[c:20]2[cH:21][n:22][cH:23][cH:24][cH:25]2)[cH:13][c:14]2[n:15]1[n:16][c:17]([NH2:19])[n:18]2.[c:32]1([CH3:33])[cH:34][cH:35][cH:36][cH:37][cH:38]1>>[CH3:1][N:2]([CH:3]1[CH2:4][CH2:5][CH2:6][CH2:7][CH2:8]1)[c:10]1[cH:11][c:12](-[c:20]2[cH:21][n:22][cH:23][cH:24][cH:25]2)[cH:13][c:14]2[n:15]1[n:16][c:17]([NH2:19])[n:18]2.